From a dataset of the Open Reaction Database (ORD), a public repository of structured organic reaction records. describe an organic reaction: reactants, conditions, products, and yield Yields the product C(C)(C)(C)OC(NC1(CCC1)C1=CC=C(C=C1)C1=NC=2CCN(C(C2C=C1C1=CC=CC=C1)=O)CC#N)=O (tert-butyl(1-(4-(6-(cyanomethyl)-5-oxo-3-phenyl-5,6,7,8-tetrahydro-1,6-naphthyridin-2-yl)phenyl)cyclobutyl)carbamate). Yield: 28.1%. The solvent is CN(C)C=O (DMF). As a reaction SMILES: [C:1]([O:5][C:6](=[O:35])[NH:7][C:8]1([C:12]2[CH:17]=[CH:16][C:15]([C:18]3[C:27]([C:28]4[CH:33]=[CH:32][CH:31]=[CH:30][CH:29]=4)=[CH:26][C:25]4[C:24](=[O:34])[NH:23][CH2:22][CH2:21][C:20]=4[N:19]=3)=[CH:14][CH:13]=2)[CH2:11][CH2:10][CH2:9]1)([CH3:4])([CH3:3])[CH3:2].[H-].[Na+].Br[CH2:39][C:40]#[N:41].[NH4+].[Cl-]>CN(C=O)C>[C:1]([O:5][C:6](=[O:35])[NH:7][C:8]1([C:12]2[CH:13]=[CH:14][C:15]([C:18]3[C:27]([C:28]4[CH:29]=[CH:30][CH:31]=[CH:32][CH:33]=4)=[CH:26][C:25]4[C:24](=[O:34])[N:23]([CH2:39][C:40]#[N:41])[CH2:22][CH2:21][C:20]=4[N:19]=3)=[CH:16][CH:17]=2)[CH2:11][CH2:10][CH2:9]1)([CH3:4])([CH3:2])[CH3:3] |f:1.2,4.5|. Procedure: To a solution of tert-butyl(1-(4-(5-oxo-3-phenyl-5,6,7,8-tetrahydro-1,6-naphthyridin-2-yl)phenyl)cyclobutyl)carbamate (31 mg, 0.07 mmol) in dry DMF (1 mL) was added sodium hydride (3 mg, 0.07 mmol) at 0° C. under nitrogen. After 1 h at 0° C., 2-bromoacetonitrile (14 μL, 0.20 mmol) was added and the resulting mixture was stirred for an additional 30 min at 0° C. A saturated solution of NH4Cl was added and the mixture was extracted with dichloromethane (3×) using a phase separator (Isolute® SPE). ... The reactants are C(C)(C)(C)OC(NC1(CCC1)C1=CC=C(C=C1)C1=NC=2CCNC(C2C=C1C1=CC=CC=C1)=O)=O (tert-butyl(1-(4-(5-oxo-3-phenyl-5,6,7,8-tetrahydro-1,6-naphthyridin-2-yl)phenyl)cyclobutyl)carbamate), [H-].[Na+] (sodium hydride), [NH4+].[Cl-] (NH4Cl), BrCC#N (2-bromoacetonitrile). Reaction conditions: temperature 0 celsius, time 1 hour. The reactants are C[Si](C)(C)[N-][Si](C)(C)C.[Li+] (lithium bis(trimethylsilyl)amide), FC1=CC=C(CNC(=O)C2=C(N=C(S2)N2C(CCC2)=O)C)C=C1 (N-(4-fluorobenzyl)-4-methyl-2-(2-oxopyrrolidin-1-yl)thiazole-5-carboxamide), [Cl-].[NH4+] (ammonium chloride), BrCC1=CC=C(C=C1)C(F)(F)F (1-(bromomethyl)-4-(trifluoromethyl)benzene). Run in O1CCCC1 (tetrahydrofuran), CN1C(N(CCC1)C)=O (1,3-dimethyl-3,4,5,6-tetrahydro-2(1H)-pyrimidinone), O1CCCC1 (tetrahydrofuran). Run at temperature -78 celsius, time 5 minute. Yields the product FC1=CC=C(CNC(=O)C2=C(N=C(S2)N2C(C(CC2)CC2=CC=C(C=C2)C(F)(F)F)=O)C)C=C1 (N-(4-fluorobenzyl)-4-methyl-2-(2-oxo-3-(4-(trifluoromethyl)benzyl)pyrrolidin-1-yl)thiazole-5-carboxamide). Yield: 40.2%. As a reaction SMILES: [F:1][C:2]1[CH:23]=[CH:22][C:5]([CH2:6][NH:7][C:8]([C:10]2[S:14][C:13]([N:15]3[CH2:19][CH2:18][CH2:17][C:16]3=[O:20])=[N:12][C:11]=2[CH3:21])=[O:9])=[CH:4][CH:3]=1.C[Si]([N-][Si](C)(C)C)(C)C.[Li+].Br[CH2:35][C:36]1[CH:41]=[CH:40][C:39]([C:42]([F:45])([F:44])[F:43])=[CH:38][CH:37]=1.[Cl-].[NH4+]>CN1CCCN(C)C1=O.O1CCCC1>[F:1][C:2]1[CH:23]=[CH:22][C:5]([CH2:6][NH:7][C:8]([C:10]2[S:14][C:13]([N:15]3[CH2:19][CH2:18][CH:17]([CH2:35][C:36]4[CH:37]=[CH:38][C:39]([C:42]([F:43])([F:44])[F:45])=[CH:40][CH:41]=4)[C:16]3=[O:20])=[N:12][C:11]=2[CH3:21])=[O:9])=[CH:4][CH:3]=1 |f:1.2,4.5|. Procedure: To a solution of N-(4-fluorobenzyl)-4-methyl-2-(2-oxopyrrolidin-1-yl)thiazole-5-carboxamide (0.13 g, 0.38 mmol) in a mixture of anhydrous tetrahydrofuran and 1,3-dimethyl-3,4,5,6-tetrahydro-2(1H)-pyrimidinone (8/1, v/v) at −78° C. was added lithium bis(trimethylsilyl)amide in tetrahydrofuran (0.83 mL, 0.83 mmol) dropwise. The reaction mixture was stirred at −78° C. for 5 minutes, followed by the addition of 1-(bromomethyl)-4-(trifluoromethyl)benzene (0.058 mL, 0.38 mmol) dropwise. The reaction m... The reactants are C(C)[C@@H]1N(CCN(C1)C1COC1)C=1C=CC(=NC1)NC=1C(N(C=C(C1)B1OC(C(O1)(C)C)(C)C)C)=O ((S)-3-(5-(2-Ethyl-4-(oxetan-3-yl)piperazin-1-yl)pyridin-2-ylamino)-1-methyl-5-(4,4,5,5-tetramethyl-1,3,2-dioxaborolan-2-yl)pyridin-2(1H)-one), ClC1=CC=NC(=C1C=O)N1C(C=2C=C3CCCCN3C2CC1)=O (4-Chloro-2-(1-oxo-3,4,6,7,8,9-hexahydropyrido[3,4-b]indolizin-2(1H)-yl)nicotinaldehyde), [O-]P(=O)([O-])[O-].[K+].[K+].[K+] (K3PO4), C(C)(=O)[O-].[Na+] (sodium acetate). Reagents/catalysts: C1=CC=C(C=C1)P([C-]2C=CC=C2)C3=CC=CC=C3.C1=CC=C(C=C1)P([C-]2C=CC=C2)C3=CC=CC=C3.Cl[Pd]Cl.[Fe+2] (1,1′-bis(diphenylphosphino)ferrocenedichloropalladium(II)). The solvent is C(C)#N (acetonitrile). Run at temperature 100 celsius. Yields the product C(C)C1N(CCN(C1)C1COC1)C=1C=CC(=NC1)NC1=CC(=CN(C1=O)C)C1=CC=NC(=C1C=O)N1C(C=2C=C3CCCCN3C2CC1)=O (4-(5-(5-(2-Ethyl-4-(oxetan-3-yl)piperazin-1-yl)pyridin-2-ylamino)-1-methyl-6-oxo-1,6-dihydropyridin-3-yl)-2-(1-oxo-3,4,6,7,8,9-hexahydropyrido[3,4-b]indolizin-2(1H)-yl)nicotinaldehyde). The yield is 56.6%. Reaction SMILES: [CH2:1]([C@H:3]1[CH2:8][N:7]([CH:9]2[CH2:12][O:11][CH2:10]2)[CH2:6][CH2:5][N:4]1[C:13]1[CH:14]=[CH:15][C:16]([NH:19][C:20]2[C:21](=[O:36])[N:22]([CH3:35])[CH:23]=[C:24](B3OC(C)(C)C(C)(C)O3)[CH:25]=2)=[N:17][CH:18]=1)[CH3:2].Cl[C:38]1[C:43]([CH:44]=[O:45])=[C:42]([N:46]2[CH2:58][CH2:57][C:56]3[N:55]4[C:50]([CH2:51][CH2:52][CH2:53][CH2:54]4)=[CH:49][C:48]=3[C:47]2=[O:59])[N:41]=[CH:40][CH:39]=1.[O-]P([O-])([O-])=O.[K+].[K+].[K+].C([O-])(=O)C.[Na+]>C1C=CC(P(C2C=CC=CC=2)[C-]2C=CC=C2)=CC=1.C1C=CC(P(C2C=CC=CC=2)[C-]2C=CC=C2)=CC=1.Cl[Pd]Cl.[Fe+2].C(#N)C>[CH2:1]([CH:3]1[CH2:8][N:7]([CH:9]2[CH2:10][O:11][CH2:12]2)[CH2:6][CH2:5][N:4]1[C:13]1[CH:14]=[CH:15][C:16]([NH:19][C:20]2[C:21](=[O:36])[N:22]([CH3:35])[CH:23]=[C:24]([C:38]3[C:43]([CH:44]=[O:45])=[C:42]([N:46]4[CH2:58][CH2:57][C:56]5[N:55]6[C:50]([CH2:51][CH2:52][CH2:53][CH2:54]6)=[CH:49][C:48]=5[C:47]4=[O:59])[N:41]=[CH:40][CH:39]=3)[CH:25]=2)=[N:17][CH:18]=1)[CH3:2] |f:2.3.4.5,6.7,8.9.10.11|. Procedure: A 50-mL round-bottomed flask equipped with a reflux condenser was charged with 161f (200 mg, 0.40 mmol), 4-chloro-2-(1-oxo-3,4,6,7,8,9-hexahydropyrido[3,4-b]indolizin-2(1H)-yl)nicotinaldehyde 139a (132 mg, 0.40 mmol), K3PO4 3 water (213 mg, 0.80 mmol), sodium acetate (66 mg, 0.80 mmol), 1,1′-bis(diphenylphosphino)ferrocenedichloropalladium(II) (16 mg, 0.020 mmol), and acetonitrile (20 mL). After three cycles of vacuum/N2 flush, the mixture was heated at 100° C. under N2 protection for 2 h. Analy... Starting materials: 3.49, CN(CCCC1=CC=CC=C1)CCCC1=C2C(C(=O)NC2=O)=CC=C1 (3-[N-methyl-N-(3-phenylpropan-1-yl)amino]propan-1-ylphthalimide), O.NN (hydrazine monohydrate). Run in C(C)O (ethanol). The product is CN(CCCC1=CC=CC=C1)CCCN (3-[N-methyl-N-(3-phenylpropan-1-yl)amino]propan-1-ylamine). RXN SMILES: [CH3:1][N:2]([CH2:12][CH2:13][CH2:14]C1C=CC=C2C(NC(=O)C=12)=O)[CH2:3][CH2:4][CH2:5][C:6]1[CH:11]=[CH:10][CH:9]=[CH:8][CH:7]=1.O.[NH2:27]N>C(O)C>[CH3:1][N:2]([CH2:12][CH2:13][CH2:14][NH2:27])[CH2:3][CH2:4][CH2:5][C:6]1[CH:7]=[CH:8][CH:9]=[CH:10][CH:11]=1 |f:1.2|. Reported procedure: To a solution of 3.49 (10.37 mM) of 3-[N-methyl-N-(3-phenylpropan-1-yl)amino]propan-1-ylphthalimide in ethanol (50 ml) was added 1.5 ml (30.92 mM) of hydrazine monohydrate at room temperature and the mixture was refluxed for 40 minutes. The solid that formed was filtered off and the filtrate was concentrated. The residue was diluted with water, made strongly basic with sodium hydroxide, and, then, extracted with chloroform. The organic layer was washed with saturated aqueous solution of sodium c... Starting materials: Cl.COC([C@@H](N)CC1=CC=C(C=C1)O)=O (tyrosine methyl ester hydrochloride), C(C1=CC=CC=C1)(=O)C1C(CCCC1)=O (2-benzoylcyclohexanone), C1(=CC=CC=C1)OC (anisole). The reagents and catalysts are [Pd] (palladium on carbon). Run in C(C)N(CC)CC (triethylamine). Yields the product COC([C@@H](NC1=C(C=CC=C1)C(C1=CC=CC=C1)=O)CC1=CC=C(C=C1)O)=O (N-(2-Benzoylphenyl)tyrosine methyl ester). Reaction SMILES: Cl.[CH3:2][O:3][C:4](=[O:15])[C@H:5]([CH2:7][C:8]1[CH:13]=[CH:12][C:11]([OH:14])=[CH:10][CH:9]=1)[NH2:6].[C:16]([CH:24]1[CH2:29][CH2:28][CH2:27][CH2:26][C:25]1=O)(=[O:23])[C:17]1[CH:22]=[CH:21][CH:20]=[CH:19][CH:18]=1.C1(OC)C=CC=CC=1>[Pd].C(N(CC)CC)C>[CH3:2][O:3][C:4](=[O:15])[C@H:5]([CH2:7][C:8]1[CH:9]=[CH:10][C:11]([OH:14])=[CH:12][CH:13]=1)[NH:6][C:18]1[CH:19]=[CH:20][CH:21]=[CH:22][C:17]=1[C:16](=[O:23])[C:24]1[CH:25]=[CH:26][CH:27]=[CH:28][CH:29]=1 |f:0.1|. Procedure details: A mixture of tyrosine methyl ester hydrochloride (4.8 g), 2-benzoylcyclohexanone (5.0 g), palladium on carbon (1.0 g, 10%), triethylamine (2.9 ml) and anisole (70 ml) was heated at reflux for 20 hours. The reaction mixture was filtered and the filtrate was partitioned between ethyl acetate and water. The extract was washed with saturated aqueous sodium chloride solution, dried over anhydrous magnesium sulfate and concentrated under reduced pressure. The residue was chromatographed on a silica ge... The reactants are C(C)OC(=O)C1C(C1)C1=CC(=CC=C1)OC (2-(3-methoxy-phenyl)-cyclopropanecarboxylic acid ethyl ester), Cl (HCl). The solvent is CCO (EtOH), [OH-].[Na+] (NaOH). The product is COC=1C=C(C=CC1)C1C(C1)C(=O)O (2-(3-Methoxy-phenyl)-cyclopropanecarboxylic Acid). Reaction SMILES: C([O:3][C:4]([CH:6]1[CH2:8][CH:7]1[C:9]1[CH:14]=[CH:13][CH:12]=[C:11]([O:15][CH3:16])[CH:10]=1)=[O:5])C.Cl>CCO.[OH-].[Na+]>[CH3:16][O:15][C:11]1[CH:10]=[C:9]([CH:7]2[CH2:8][CH:6]2[C:4]([OH:5])=[O:3])[CH:14]=[CH:13][CH:12]=1 |f:3.4|. Reported procedure: The crude 2-(3-methoxy-phenyl)-cyclopropanecarboxylic acid ethyl ester is dissolved in 30 ml EtOH and 15 ml 1N NaOH. After stirring over night, the reaction mixture is acidified with 1N HCl and extracted with diethyl ether. After removal of the solvent 7.1 g of the 2-(3-methoxy-phenyl)-cyclopropanecarboxylic acid is obtained. This 2-(3-methoxy-phenyl)-cyclopropanecarboxylic acid is used without further purification.